Dataset: the Open Reaction Database (ORD), a public repository of structured organic reaction records. Task: describe an organic reaction: reactants, conditions, products, and yield Reactants: CC1([C@H](OC(C)=O)[C@@H](OC(C)=O)[C@H](OC(C)=O)[C@H](O1)C(=O)O)N=[N+]=[N-] (methyl 2,3,4-tri-O-acetylglucopyranuronosyl azide), O1CCCC1 (tetrahydrofuran), [H][H] (hydrogen). Reagents/catalysts: O=[Pt]=O (PtO2). Product: CNC1[C@H](OC(C)=O)[C@@H](OC(C)=O)[C@H](OC(C)=O)[C@H](O1)C(=O)O (methyl 2,3,4-tri-O-acetylglucopyranuronosyl amine). RXN SMILES: C[C:2]1([N:23]=[N+]=[N-])[O:19][C@H:18]([C:20]([OH:22])=[O:21])[C@@H:13]([O:14][C:15](=[O:17])[CH3:16])[C@H:8]([O:9][C:10](=[O:12])[CH3:11])[C@H:3]1[O:4][C:5](=[O:7])[CH3:6].[H][H].O1CCC[CH2:29]1>O=[Pt]=O>[CH3:29][NH:23][CH:2]1[O:19][C@H:18]([C:20]([OH:22])=[O:21])[C@@H:13]([O:14][C:15](=[O:17])[CH3:16])[C@H:8]([O:9][C:10](=[O:12])[CH3:11])[C@H:3]1[O:4][C:5](=[O:7])[CH3:6]. Procedure details: Next, 6.17 g, that is, 17 mmol methyl 2,3,4-tri-O-acetylglucopyranuronosyl azide was added to 50 ml of dry tetrahydrofuran containing 400 mg of PtO2. The mixture was shaken under 40 psi of hydrogen for 2 hours, filtered, concentrated to dryness, to produce methyl 2,3,4-tri-O-acetylglucopyranuronosyl amine. ##STR8## Preparation of methyl 2,3,4-tri-O-acetylglucopyranuronosyl retinamide Starting materials: FC(C(=O)O)(F)F.C(C)(C)(C)OC(N(C1=CC=NC=C1)CCOC1=CC(=CC(=C1)C(N(CCCN1CCCC1)C1CCCC1)=O)Cl)=O ((2-{3-chloro-5-[cyclopentyl-(3-pyrrolidin-1-yl-propyl)-carbamoyl]-phenoxy}-ethyl)-pyridin-4-yl-carbamic acid tert-butyl ester trifluoroacetate). Run in ClCCl (dichloromethane), FC(C(=O)O)(F)F (trifluoroacetic acid). Conditions: time 2 hour. Product: FC(C(=O)O)(F)F.FC(C(=O)O)(F)F.ClC=1C=C(C(=O)N(CCCN2CCCC2)C2CCCC2)C=C(C1)OCCNC1=CC=NC=C1 (3-Chloro-N-cyclopentyl-5-[2-(pyridin-4-ylamino)-ethoxy]-N-(3-pyrrolidin-1-yl-propyl)-benzamide bis(trifluoroacetate)). Isolated yield 183.8%. As a reaction SMILES: [F:1][C:2]([F:7])([F:6])[C:3]([OH:5])=[O:4].C(OC(=O)[N:14]([CH2:21][CH2:22][O:23][C:24]1[CH:29]=[C:28]([C:30](=[O:45])[N:31]([CH:40]2[CH2:44][CH2:43][CH2:42][CH2:41]2)[CH2:32][CH2:33][CH2:34][N:35]2[CH2:39][CH2:38][CH2:37][CH2:36]2)[CH:27]=[C:26]([Cl:46])[CH:25]=1)[C:15]1[CH:20]=[CH:19][N:18]=[CH:17][CH:16]=1)(C)(C)C>ClCCl.FC(F)(F)C(O)=O>[F:1][C:2]([F:7])([F:6])[C:3]([OH:5])=[O:4].[F:1][C:2]([F:7])([F:6])[C:3]([OH:5])=[O:4].[Cl:46][C:26]1[CH:27]=[C:28]([CH:29]=[C:24]([O:23][CH2:22][CH2:21][NH:14][C:15]2[CH:20]=[CH:19][N:18]=[CH:17][CH:16]=2)[CH:25]=1)[C:30]([N:31]([CH:40]1[CH2:44][CH2:43][CH2:42][CH2:41]1)[CH2:32][CH2:33][CH2:34][N:35]1[CH2:39][CH2:38][CH2:37][CH2:36]1)=[O:45] |f:0.1,4.5.6|. Procedure: A solution of (2-{3-chloro-5-[cyclopentyl-(3-pyrrolidin-1-yl-propyl)-carbamoyl]-phenoxy}-ethyl)-pyridin-4-yl-carbamic acid tert-butyl ester trifluoroacetate (0.080 g) in a mixture of dichloromethane (1 ml) and trifluoroacetic acid (1 ml) was stored at room temperature for 2 h and then concentrated under reduced pressure to give the title compound (0.075 g) as a colourless gum.